This data is from the Open Reaction Database (ORD), a public repository of structured organic reaction records. The task is: describe an organic reaction: reactants, conditions, products, and yield Reactants: C(C1=CC=CC=C1)OC=1C=C(C=CC1)C1(C(CN(CC1)CCC(=O)OC)C)F (methyl 3-[4-(3-benzyloxyphenyl)-4-fluoro-3-methylpiperidin-1-yl]propionate), C[Si]([N-][Si](C)(C)C)(C)C.[Li+] (lithium hexamethyldisilazide), C(C1=CC=CC=C1)Br (benzyl bromide), C1CCOC1 (THF), C1(=CC=CC=C1)C (toluene). Yields the product C(C1=CC=CC=C1)OC=1C=C(C=CC1)C1(C(CN(CC1)CC(C(=O)OC)(CC1=CC=CC=C1)CC1=CC=CC=C1)C)F (Methyl 3-[4-(3-Benzyloxyphenyl)-4-fluoro-3-methylpiperidin-1-yl]-2,2-dibenzylpropionate). RXN SMILES: [CH2:1]([O:8][C:9]1[CH:10]=[C:11]([C:15]2([F:28])[CH2:20][CH2:19][N:18]([CH2:21][CH2:22][C:23]([O:25][CH3:26])=[O:24])[CH2:17][CH:16]2[CH3:27])[CH:12]=[CH:13][CH:14]=1)[C:2]1[CH:7]=[CH:6][CH:5]=[CH:4][CH:3]=1.C[Si](C)(C)[N-][Si](C)(C)C.[Li+].[CH2:39](Br)[C:40]1[CH:45]=[CH:44][CH:43]=[CH:42][CH:41]=1.C1COCC1.[C:52]1([CH3:58])[CH:57]=[CH:56][CH:55]=[CH:54][CH:53]=1>>[CH2:1]([O:8][C:9]1[CH:10]=[C:11]([C:15]2([F:28])[CH2:20][CH2:19][N:18]([CH2:21][C:22]([CH2:58][C:52]3[CH:57]=[CH:56][CH:55]=[CH:54][CH:53]=3)([CH2:39][C:40]3[CH:45]=[CH:44][CH:43]=[CH:42][CH:41]=3)[C:23]([O:25][CH3:26])=[O:24])[CH2:17][CH:16]2[CH3:27])[CH:12]=[CH:13][CH:14]=1)[C:2]1[CH:3]=[CH:4][CH:5]=[CH:6][CH:7]=1 |f:1.2|. Reported procedure: This compound was prepared from methyl 3-[4-(3-benzyloxyphenyl)-4-fluoro-3-methylpiperidin-1-yl]propionate and 2.5 equivalents of both lithium hexamethyldisilazide and benzyl bromide as described in Step 2 of Example 4 with the exception that THF was used as the reaction solvent as opposed to toluene. The desired compound was obtained in 42% overall yield. Reactants: O=C([O-])[O-], CN1CCCC1=O, COc1cc(O)c(NC(C)=O)cc1Cl, [Cs+], [Cs+], O=[N+]([O-])c1cccc(S(=O)(=O)OCC2CO2)c1. Yields the product COc1cc(OCC2CO2)c(NC(C)=O)cc1Cl. As a reaction SMILES: [C:15](=[O:16])([O-:17])[O-:18].[CH3:38][N:39]1[CH2:40][CH2:41][CH2:42][C:43]1=[O:44].[Cl:1][c:2]1[c:3]([O:13][CH3:14])[cH:4][c:5]([OH:12])[c:6]([NH:8][C:9]([CH3:10])=[O:11])[cH:7]1.[Cs+:19].[Cs+:20].[N+:21]([c:22]1[cH:23][c:24]([S:25]([O:26][CH2:34][CH:35]2[O:36][CH2:37]2)(=[O:27])=[O:28])[cH:29][cH:30][cH:31]1)([O-:32])=[O:33]>>[Cl:1][c:2]1[c:3]([O:13][CH3:14])[cH:4][c:5]([O:12][CH2:34][CH:35]2[O:36][CH2:37]2)[c:6]([NH:8][C:9]([CH3:10])=[O:11])[cH:7]1. The reactants are CCO, N, N#Cc1ccccc1-n1ccnc1. The product is NCc1ccccc1-n1ccnc1. Reaction SMILES: [CH3:15][CH2:16][OH:17].[NH3:14].[n:1]1(-[c:6]2[c:7]([C:8]#[N:9])[cH:10][cH:11][cH:12][cH:13]2)[cH:2][n:3][cH:4][cH:5]1>>[n:1]1(-[c:6]2[c:7]([CH2:8][NH2:9])[cH:10][cH:11][cH:12][cH:13]2)[cH:2][n:3][cH:4][cH:5]1.